From a dataset of the Open Reaction Database (ORD), a public repository of structured organic reaction records. describe an organic reaction: reactants, conditions, products, and yield Starting materials: C=CC(=O)CNc1cccc(C(=O)OC)c1, CCO, O=C(Nc1ccccc1-c1ccccc1)OC1CCNCC1. The product is COC(=O)c1cccc(NCC(=O)CCN2CCC(OC(=O)Nc3ccccc3-c3ccccc3)CC2)c1. RXN SMILES: [CH3:1][O:2][C:3]([c:4]1[cH:5][c:6]([NH:10][CH2:11][C:12]([CH:13]=[CH2:14])=[O:15])[cH:7][cH:8][cH:9]1)=[O:16].[CH3:39][CH2:40][OH:41].[NH:17]1[CH2:18][CH2:19][CH:20]([O:23][C:24]([NH:25][c:26]2[c:27](-[c:32]3[cH:33][cH:34][cH:35][cH:36][cH:37]3)[cH:28][cH:29][cH:30][cH:31]2)=[O:38])[CH2:21][CH2:22]1>>[CH3:1][O:2][C:3]([c:4]1[cH:5][c:6]([NH:10][CH2:11][C:12]([CH2:13][CH2:14][N:17]2[CH2:18][CH2:19][CH:20]([O:23][C:24]([NH:25][c:26]3[c:27](-[c:32]4[cH:33][cH:34][cH:35][cH:36][cH:37]4)[cH:28][cH:29][cH:30][cH:31]3)=[O:38])[CH2:21][CH2:22]2)=[O:15])[cH:7][cH:8][cH:9]1)=[O:16]. The reactants are BrCCCCBr, O=C([O-])[O-], CC1=COc2ccc(C)cc2C(=O)N1, CC(C)=O, [K+], [K+]. Yields the product CC1=COc2ccc(C)cc2C(=O)N1CCCCBr. Reaction SMILES: [Br:15][CH2:16][CH2:17][CH2:18][CH2:19][Br:20].[C:21](=[O:22])([O-:23])[O-:24].[CH3:1][C:2]1=[CH:3][O:4][c:5]2[c:6]([cH:10][c:11]([CH3:14])[cH:12][cH:13]2)[C:7](=[O:9])[NH:8]1.[CH3:27][C:28](=[O:29])[CH3:30].[K+:25].[K+:26]>>[CH3:1][C:2]1=[CH:3][O:4][c:5]2[c:6]([cH:10][c:11]([CH3:14])[cH:12][cH:13]2)[C:7](=[O:9])[N:8]1[CH2:19][CH2:18][CH2:17][CH2:16][Br:15]. Starting materials: ClCCCCC=1N(N=C2C(=NC=3C=CC=CC3C21)N)CCC (1-(4-chlorobutyl)-2-propyl-2H-pyrazolo[3,4-c]quinolin-4-amine), FC(C(=O)O)(F)F (trifluoroacetic acid), [OH-].[K+] (potassium hydroxide). Reagents/catalysts: [Pt]=O (platinum oxide). Solvent: ClCCl (dichloromethane). The product is ClCCCCC=1N(N=C2C(=NC=3CCCCC3C21)N)CCC (1-(4-chlorobutyl)-2-propyl-6,7,8,9-tetrahydro-2H-pyrazolo[3,4-c]quinolin-4-amine). Yield: 91.4%. RXN SMILES: [Cl:1][CH2:2][CH2:3][CH2:4][CH2:5][C:6]1[N:7]([CH2:20][CH2:21][CH3:22])[N:8]=[C:9]2[C:18]=1[C:17]1[CH:16]=[CH:15][CH:14]=[CH:13][C:12]=1[N:11]=[C:10]2[NH2:19].FC(F)(F)C(O)=O.[OH-].[K+]>ClCCl.[Pt]=O>[Cl:1][CH2:2][CH2:3][CH2:4][CH2:5][C:6]1[N:7]([CH2:20][CH2:21][CH3:22])[N:8]=[C:9]2[C:18]=1[C:17]1[CH2:16][CH2:15][CH2:14][CH2:13][C:12]=1[N:11]=[C:10]2[NH2:19] |f:2.3|. Procedure: A mixture of 1-(4-chlorobutyl)-2-propyl-2H-pyrazolo[3,4-c]quinolin-4-amine (19.45 g, 61.39 mmol), prepared as described in Example 46, platinum oxide (10.00 g) and trifluoroacetic acid (200 mL) was placed under hydrogen pressure (50 psi, 3.4×105 Pa) for 2 days. The reaction mixture was filtered through CELITE filter aid. The filtrate was concentrated under reduced pressure to provide a dark oil. The oil was chilled in an ice bath, ice was added, and the mixture was made basic (pH 14) by the addi... The reactants are BrC=1C=C(C2=C(N1)N(N=C2)C(C)C)C(=O)NCC=2C(NC(=CC2C)C)=O (6-bromo-N-((4,6-dimethyl-2-oxo-1,2-dihydropyridin-3-yl)methyl)-1-isopropyl-1H-pyrazolo[3,4-b]pyridine-4-carboxamide), C(CCC)[Sn](C(=C)OCC)(CCCC)CCCC (tributyl(1-ethoxyvinyl)stannane). Reagents/catalysts: C=1C=CC(=CC1)[P](C=2C=CC=CC2)(C=3C=CC=CC3)[Pd]([P](C=4C=CC=CC4)(C=5C=CC=CC5)C=6C=CC=CC6)([P](C=7C=CC=CC7)(C=8C=CC=CC8)C=9C=CC=CC9)[P](C=1C=CC=CC1)(C=1C=CC=CC1)C=1C=CC=CC1 (Pd(PPh3)4). Run in O1CCOCC1 (1,4-dioxane). Product: CC1=C(C(NC(=C1)C)=O)CNC(=O)C=1C2=C(N=C(C1)C(=C)OCC)N(N=C2)C(C)C (N-((4,6-dimethyl-2-oxo-1,2-dihydropyridin-3-yl)methyl)-6-(1-ethoxyvinyl)-1-isopropyl-1H-pyrazolo[3,4-b]pyridine-4-carboxamide). Reaction SMILES: Br[C:2]1[CH:3]=[C:4]([C:14]([NH:16][CH2:17][C:18]2[C:19](=[O:26])[NH:20][C:21]([CH3:25])=[CH:22][C:23]=2[CH3:24])=[O:15])[C:5]2[CH:10]=[N:9][N:8]([CH:11]([CH3:13])[CH3:12])[C:6]=2[N:7]=1.C([Sn](CCCC)(CCCC)[C:32]([O:34][CH2:35][CH3:36])=[CH2:33])CCC>O1CCOCC1.C1C=CC([P]([Pd]([P](C2C=CC=CC=2)(C2C=CC=CC=2)C2C=CC=CC=2)([P](C2C=CC=CC=2)(C2C=CC=CC=2)C2C=CC=CC=2)[P](C2C=CC=CC=2)(C2C=CC=CC=2)C2C=CC=CC=2)(C2C=CC=CC=2)C2C=CC=CC=2)=CC=1>[CH3:24][C:23]1[CH:22]=[C:21]([CH3:25])[NH:20][C:19](=[O:26])[C:18]=1[CH2:17][NH:16][C:14]([C:4]1[C:5]2[CH:10]=[N:9][N:8]([CH:11]([CH3:13])[CH3:12])[C:6]=2[N:7]=[C:2]([C:32]([O:34][CH2:35][CH3:36])=[CH2:33])[CH:3]=1)=[O:15] |^1:54,56,75,94|. Reported procedure: A solution of 6-bromo-N-((4,6-dimethyl-2-oxo-1,2-dihydropyridin-3-yl)methyl)-1-isopropyl-1H-pyrazolo[3,4-b]pyridine-4-carboxamide (0.1 g, 0.24 mmol) and tributyl(1-ethoxyvinyl)stannane (0.09 mL, 0.26 mmol) in 1,4-dioxane (2 mL) was purged with argon for 10 min. Then, Pd(PPh3)4 (0.014 g, 0.012 mmol) was added to it and again argon was purged through it for 10 min. The reaction mixture was refluxed for 4 h. After completion of the reaction, solvent was removed under reduced pressure to afford crud... Reactants: CCCN, CCO, Cc1oc(Cl)nc1-c1ccccc1. Yields the product CCCNc1nc(-c2ccccc2)c(C)o1. As a reaction SMILES: [CH3:14][CH2:15][CH2:16][NH2:17].[CH3:18][CH2:19][OH:20].[Cl:1][c:2]1[o:3][c:4]([CH3:13])[c:5](-[c:7]2[cH:8][cH:9][cH:10][cH:11][cH:12]2)[n:6]1>>[c:2]1([NH:17][CH2:16][CH2:15][CH3:14])[o:3][c:4]([CH3:13])[c:5](-[c:7]2[cH:8][cH:9][cH:10][cH:11][cH:12]2)[n:6]1.